Dataset: the Open Reaction Database (ORD), a public repository of structured organic reaction records. Task: describe an organic reaction: reactants, conditions, products, and yield Starting materials: BrC1=CC=2C3=C(C(=NC2C=C1)N)N=C(N3CC(C)C)CC (8-Bromo-2-ethyl-1-isobutyl-1H-imidazo[4,5-c]quinolin-4-amine), N1=CC(=CC=C1)B(O)O (pyridine-3-boronic acid). Product: C(C)C=1N(C2=C(C(=NC=3C=CC(=CC23)C=2C=NC=CC2)N)N1)CC(C)C (2-ethyl-1-isobutyl-8-(pyridin-3-yl)-1H-imidazo[4,5-c]quinolin-4-amine). Reaction SMILES: Br[C:2]1[CH:11]=[CH:10][C:9]2[N:8]=[C:7]([NH2:12])[C:6]3[N:13]=[C:14]([CH2:20][CH3:21])[N:15]([CH2:16][CH:17]([CH3:19])[CH3:18])[C:5]=3[C:4]=2[CH:3]=1.[N:22]1[CH:27]=[CH:26][CH:25]=[C:24](B(O)O)[CH:23]=1>>[CH2:20]([C:14]1[N:15]([CH2:16][CH:17]([CH3:19])[CH3:18])[C:5]2[C:4]3[CH:3]=[C:2]([C:24]4[CH:23]=[N:22][CH:27]=[CH:26][CH:25]=4)[CH:11]=[CH:10][C:9]=3[N:8]=[C:7]([NH2:12])[C:6]=2[N:13]=1)[CH3:21]. Procedure: 8-Bromo-2-ethyl-1-isobutyl-1H-imidazo[4,5-c]quinolin-4-amine and pyridine-3-boronic acid were coupled according to the general procedure described in Part J of Example 1. Chromatography on silica gel (5%–7% methanol in CH2Cl2 gradient) followed by recrystallization from isopropanol afforded 2-ethyl-1-isobutyl-8-(pyridin-3-yl)-1H-imidazo[4,5-c]quinolin-4-amine as white crystals, m.p. >250° C. The reactants are CCCCCC#CCC#CCBr, CCBr, C#CCCO, [I-], [Mg], C1CCOC1. The product is CCCCCC#CCC#CCC#CCCO. Reaction SMILES: [Br:11][CH2:12][C:13]#[C:14][CH2:15][C:16]#[C:17][CH2:18][CH2:19][CH2:20][CH2:21][CH3:22].[Br:2][CH2:3][CH3:4].[CH2:5]([CH2:6][C:7]#[CH:8])[OH:9].[I-:10].[Mg:1].[O:23]1[CH2:24][CH2:25][CH2:26][CH2:27]1>>[CH2:5]([CH2:6][C:7]#[C:8][CH2:12][C:13]#[C:14][CH2:15][C:16]#[C:17][CH2:18][CH2:19][CH2:20][CH2:21][CH3:22])[OH:9]. Starting materials: glass, CC1=C(O)C=CC(=C1)O (methylhydroquinone), OC1=CC=C(C=C1)C(C)(C)C1=CC=C(C=C1)O (bisphenol-A), C(OC1=CC=CC=C1)(OC1=CC=CC=C1)=O (diphenyl carbonate), CC(C)(C=1C=CC(=CC1)O)C=2C=CC(=CC2)O (BPA), COC1=CC=C(C=C1)O (MeHQ), C1(=CC=CC=C1)O (phenol). Conditions: temperature 180 celsius, time 5 minute. Product: CC(C)(C=1C=CC(=CC1)O)C=2C=CC(=CC2)O.COC1=CC=C(C=C1)O (BPA MeHQ). RXN SMILES: CC1C=C(O)C=CC=1O.[OH:10][C:11]1[CH:16]=[CH:15][C:14]([C:17]([C:20]2[CH:25]=[CH:24][C:23]([OH:26])=[CH:22][CH:21]=2)([CH3:19])[CH3:18])=[CH:13][CH:12]=1.C(=O)(OC1C=CC=CC=1)OC1C=CC=CC=1.C1(O)C=CC=CC=1.[CH3:50][O:51][C:52]1[CH:57]=[CH:56][C:55]([OH:58])=[CH:54][CH:53]=1>>[CH3:19][C:17]([C:14]1[CH:13]=[CH:12][C:11]([OH:10])=[CH:16][CH:15]=1)([C:20]1[CH:25]=[CH:24][C:23]([OH:26])=[CH:22][CH:21]=1)[CH3:18].[CH3:50][O:51][C:52]1[CH:57]=[CH:56][C:55]([OH:58])=[CH:54][CH:53]=1 |f:5.6|. Procedure: To a 1 L glass reaction vessel, methylhydroquinone (1.089 moles, 135.19 g), bisphenol-A (0.011 moles, 2.51 g) and diphenyl carbonate (1.19 moles, 254.50 g) were added. After heating the system to 180° C., the system underwent a modified series of the 11 segments shown in Table 1, where Segments 7 and 9 were shortened to about 5 minutes and the temperature for Sement 11 was 320° C. After a total of about 3-4 hours, the polymer was stranded to give about 92 g and about 104 g each for two batches. ... The reactants are NC1=NC(=CC(=N1)C)COC1OCCCC1 (2-Amino-4-methyl-6-(tetrahydropyran-2-yloxymethyl)pyrimidine), COC(=O)C1=C(C=CC=C1)S(=O)(=O)N=C=O (2-methoxycarbonylbenzenesulfonyl isocyanate). Solvent: CCOCC (ether). Reaction conditions: time 3 hour. Product: CC1=NC(=NC(=C1)COC1OCCCC1)NC(=O)NS(=O)(=O)C1=C(C(=O)OC)C=CC=C1 (Methyl 2-[[[4-methyl-6-(tetrahydropyran-2-yloxymethyl)pyrimidin-2-yl]aminocarbonyl]aminosulfonyl]benzoate). Yield: 88.7%. Reaction SMILES: [NH2:1][C:2]1[N:7]=[C:6]([CH3:8])[CH:5]=[C:4]([CH2:9][O:10][CH:11]2[CH2:16][CH2:15][CH2:14][CH2:13][O:12]2)[N:3]=1.[CH3:17][O:18][C:19]([C:21]1[CH:26]=[CH:25][CH:24]=[CH:23][C:22]=1[S:27]([N:30]=[C:31]=[O:32])(=[O:29])=[O:28])=[O:20]>CCOCC>[CH3:8][C:6]1[CH:5]=[C:4]([CH2:9][O:10][CH:11]2[CH2:16][CH2:15][CH2:14][CH2:13][O:12]2)[N:3]=[C:2]([NH:1][C:31]([NH:30][S:27]([C:22]2[CH:23]=[CH:24][CH:25]=[CH:26][C:21]=2[C:19]([O:18][CH3:17])=[O:20])(=[O:29])=[O:28])=[O:32])[N:7]=1. Procedure details: To a solution of 3.25 g of the product from Example 3 in 50 ml of ether was added 3.75 g of 2-methoxycarbonylbenzenesulfonyl isocyanate and the mixture was stirred for 3 hours under nitrogen. The precipitated product was filtered and washed with ether to afford 6.0 g of the title compound, m.p. 126°-128° (d). Starting materials: C(C)C(CC)(C#CCOS(=O)(=O)C1=CC=C(C=C1)C)O (3-Ethyl-6-(4-toluenesulfonyloxy)-hex-4-yn-3-ol), CC1=CC=C(C=C1)S(=O)(=O)[O-].C1=CC=[NH+]C=C1 (PPTS), O1CCCC=C1 (3,4-dihydro-2H-pyran). The solvent is ClCCl (dichloromethane), ClCCl (Dichloromethane). Yields the product C(C)C(C#CCOS(=O)(=O)C1=CC=C(C=C1)C)(CC)OC1OCCCC1 (4-Ethyl-4-(tetrahydro-4H-pyran-2-yloxy)-1-(4 -toluensulfonyloxy)hex-2-yne). Isolated yield 85.1%. As a reaction SMILES: [CH2:1]([C:3]([OH:20])([C:6]#[C:7][CH2:8][O:9][S:10]([C:13]1[CH:18]=[CH:17][C:16]([CH3:19])=[CH:15][CH:14]=1)(=[O:12])=[O:11])[CH2:4][CH3:5])[CH3:2].CC1C=CC(S([O-])(=O)=O)=CC=1.C1C=C[NH+]=CC=1.[O:38]1[CH:43]=[CH:42][CH2:41][CH2:40][CH2:39]1>ClCCl>[CH2:1]([C:3]([O:20][CH:39]1[CH2:40][CH2:41][CH2:42][CH2:43][O:38]1)([CH2:4][CH3:5])[C:6]#[C:7][CH2:8][O:9][S:10]([C:13]1[CH:14]=[CH:15][C:16]([CH3:19])=[CH:17][CH:18]=1)(=[O:12])=[O:11])[CH3:2] |f:1.2|. Reported procedure: A solution of Compound 401 (6.5 g), PPTS (0.73 g) and 3,4-dihydro-2H-pyran (2 g) in dichloromethane (33 ml) was stirred at r.t. for 17 h. Dichloromethane (250 ml) was added and the solution was washed with brine (250 ml). Work-up with chromatography with ether/pentane 1:1 (v/v) gave the title compound (7.1 g). 1H NMR: 0.85 (t, 6H), 1.55 (q, 4H), 1.42-1.90 (m, 6H), 2.45 (s, 3H), 3.47 (m, 1H), 3.89 (m, 1H), 4.79 (s, 2H), 4.85 (m, 1H), 7.35 (d, 2H), 7.82 (d, 2H) . Starting materials: COC1=CC=C(C=C1)C(=O)C(=O)C1=CC=C(C=C1)OC (4,4′-dimethoxybenzil). The solvent is Br (hydrogen bromide), CC(=O)[O-] (acetic acid glacial). The product is OC1=CC=C(C=C1)C(C(=O)C1=CC=C(C=C1)O)=O (1,2-bis(4-hydroxyphenyl)ethane-1,2-dione). Yield: 105.9%. Reaction SMILES: C[O:2][C:3]1[CH:8]=[CH:7][C:6]([C:9]([C:11]([C:13]2[CH:18]=[CH:17][C:16]([O:19]C)=[CH:15][CH:14]=2)=[O:12])=[O:10])=[CH:5][CH:4]=1>Br.CC([O-])=O>[OH:2][C:3]1[CH:4]=[CH:5][C:6]([C:9](=[O:10])[C:11]([C:13]2[CH:18]=[CH:17][C:16]([OH:19])=[CH:15][CH:14]=2)=[O:12])=[CH:7][CH:8]=1. Procedure details: 4,4′-dimethoxybenzil (2.0 g, 7.41 mmol) was dissolved in 30 mL of hydrogen bromide and 10 mL of acetic acid glacial. The reaction was stirred at reflux temperature overnight. The mixture was extracted with ethyl acetate and the organic phase was washed with water, dried over sodium sulphate. Concentration under vaccum gave the title compound as a yellow solid (1.9 g, quantitative). Reactants: SC1=CC2=C(N=C(S2)NC(=O)NCCN2CCOCC2)C=C1 (1-(6-sulphanyl-benzothiazol-2-yl)-3-(2-morpholin-4-yl-ethyl)urea), C([O-])([O-])=O.[K+].[K+] (potassium carbonate), saturated aqueous solution, C(O)([O-])=O (hydrogen carbonate), N=1N=CN2N=CC=CC21 (1,2,4-triazolo[4,3-b]pyridazine). Solvent: CS(=O)C (dimethyl sulphoxide), O (water). Conditions: temperature 190 celsius, time 30 minute. The product is S1C(=NC2=C1C=CC=C2)N (1,3-benzothiazol-2-amine). RXN SMILES: S[C:2]1[CH:22]=[CH:21][C:5]2[N:6]=[C:7]([NH:9]C(NCCN3CCOCC3)=O)[S:8][C:4]=2[CH:3]=1.C(=O)([O-])[O-].[K+].[K+].N1N=CN2C=1C=CC=N2.C(=O)([O-])O>O.CS(C)=O>[S:8]1[C:4]2[CH:3]=[CH:2][CH:22]=[CH:21][C:5]=2[N:6]=[C:7]1[NH2:9] |f:1.2.3|. Procedure: 280 mg of 1-(6-sulphanyl-benzothiazol-2-yl)-3-(2-morpholin-4-yl-ethyl)urea, 2 cm3 of dimethyl sulphoxide and 240 mg of potassium carbonate are introduced, at 20° C., in a microwave tube equipped with a magnetic stirrer. The suspension thus obtained is stirred for 5 minutes before the addition of 200 mg of 3-chloro-6-(1-methyl-1H)-pyrazol-4-yl)-1,2,4-triazolo[4,3-b]pyridazine. The reaction mixture is then heated in a microwave oven for 10 minutes at 190° C., and then poured into 100 cm3 of water.... Starting materials: CNCC1(N(C)C)CCCCC1, O=CO. Yields the product CN(C=O)CC1(N(C)C)CCCCC1. RXN SMILES: [CH3:1][NH:2][CH2:3][C:4]1([N:10]([CH3:11])[CH3:12])[CH2:5][CH2:6][CH2:7][CH2:8][CH2:9]1.[CH:13](=[O:14])[OH:15]>>[CH3:1][N:2]([CH2:3][C:4]1([N:10]([CH3:11])[CH3:12])[CH2:5][CH2:6][CH2:7][CH2:8][CH2:9]1)[CH:13]=[O:15]. Procedure details: The title compound was prepared from 2-(5-hydroxy-1H-pyrazol-1-yl)pyridine-4-carbonitrile and (4-methylphenyl)methanol according to the procedure for the preparation of Example 39, part C. 1H NMR (400 MHz, CDCl3): δ 2.36 (3H, s), 5.20 (2H, s), 5.74 (1H, s, J=1.6 Hz), 7.19-7.32 (4H, m), 7.38 (1H, dd, J=1.2 Hz, J=4.8 Hz), 7.56 (1H, s, J=1.2 Hz), 8.02 (1H, s), 8.70 (1H, s, J=4.8 Hz). [M+H] Calc'd for C17H14N4O, 291; Found, 291. Starting materials: OC1=CC=NN1C1=NC=CC(=C1)C#N (2-(5-hydroxy-1H-pyrazol-1-yl)pyridine-4-carbonitrile), CC1=CC=C(C=C1)CO ((4-methylphenyl)methanol). Reaction SMILES: [OH:1][C:2]1[N:6]([C:7]2[CH:12]=[C:11]([C:13]#[N:14])[CH:10]=[CH:9][N:8]=2)[N:5]=[CH:4][CH:3]=1.[CH3:15][C:16]1[CH:21]=[CH:20][C:19]([CH2:22]O)=[CH:18][CH:17]=1>>[CH3:15][C:16]1[CH:21]=[CH:20][C:19]([CH2:22][O:1][C:2]2[N:6]([C:7]3[CH:12]=[C:11]([C:13]#[N:14])[CH:10]=[CH:9][N:8]=3)[N:5]=[CH:4][CH:3]=2)=[CH:18][CH:17]=1. Product: CC1=CC=C(COC2=CC=NN2C2=NC=CC(=C2)C#N)C=C1 (2-{5-[(4-methylbenzyl)oxy]-1H-pyrazol-1-yl}pyridine-4-carbonitrile).